From a dataset of the Open Reaction Database (ORD), a public repository of structured organic reaction records. describe an organic reaction: reactants, conditions, products, and yield Starting materials: CCO, Fc1cc(CBr)cc(C(Cl)=C(Cl)Cl)c1, [N-]=[N+]=[N-], [Na+]. The product is [N-]=[N+]=NCc1cc(F)cc(C(Cl)=C(Cl)Cl)c1. Reaction SMILES: [CH3:19][CH2:20][OH:21].[F:1][c:2]1[cH:3][c:4]([CH2:5][Br:6])[cH:7][c:8]([C:10](=[C:11]([Cl:12])[Cl:13])[Cl:14])[cH:9]1.[N-:16]=[N+:17]=[N-:18].[Na+:15]>>[F:1][c:2]1[cH:3][c:4]([CH2:5][N:16]=[N+:17]=[N-:18])[cH:7][c:8]([C:10](=[C:11]([Cl:12])[Cl:13])[Cl:14])[cH:9]1.